The task is: describe an organic reaction: reactants, conditions, products, and yield. This data is from the Open Reaction Database (ORD), a public repository of structured organic reaction records. The reactants are C1CCOC1, C[Si](C)(C)N[Si](C)(C)C, Cc1nc(-c2cccnc2F)c2ncn(C3CCCCO3)c2n1, [Li], Nc1ccc(NC(=O)C2CC2)cc1. Product: Cc1nc(-c2cccnc2Nc2ccc(NC(=O)C3CC3)cc2)c2ncn(C3CCCCO3)c2n1. RXN SMILES: [CH2:47]1[O:48][CH2:49][CH2:50][CH2:51]1.[CH3:37][Si:38]([NH:39][Si:40]([CH3:41])([CH3:42])[CH3:43])([CH3:44])[CH3:45].[F:1][c:2]1[n:3][cH:4][cH:5][cH:6][c:7]1-[c:8]1[c:9]2[n:10][cH:11][n:12]([CH:18]3[O:19][CH2:20][CH2:21][CH2:22][CH2:23]3)[c:13]2[n:14][c:15]([CH3:17])[n:16]1.[Li:46].[NH2:24][c:25]1[cH:26][cH:27][c:28]([NH:31][C:32](=[O:33])[CH:34]2[CH2:35][CH2:36]2)[cH:29][cH:30]1>>[c:2]1([NH:24][c:25]2[cH:26][cH:27][c:28]([NH:31][C:32](=[O:33])[CH:34]3[CH2:35][CH2:36]3)[cH:29][cH:30]2)[n:3][cH:4][cH:5][cH:6][c:7]1-[c:8]1[c:9]2[n:10][cH:11][n:12]([CH:18]3[O:19][CH2:20][CH2:21][CH2:22][CH2:23]3)[c:13]2[n:14][c:15]([CH3:17])[n:16]1. Reactants: CC(C)CCN(Cc1ccc2c(c1)C=Cc1cc(C(N)=O)cnc1O2)C(=O)OC(C)(C)C, ClCCl, O=C(O)C(F)(F)F. The product is CC(C)CCNCc1ccc2c(c1)C=Cc1cc(C(N)=O)cnc1O2. RXN SMILES: [C:1]([O:2][C:3](=[O:4])[N:7]([CH2:8][CH2:9][CH:10]([CH3:11])[CH3:12])[CH2:13][c:14]1[cH:15][cH:16][c:17]2[c:18]([cH:31]1)[CH:19]=[CH:20][c:21]1[c:22]([n:24][cH:25][c:26]([C:28]([NH2:29])=[O:30])[cH:27]1)[O:23]2)([CH3:5])([CH3:6])[CH3:32].[Cl:40][CH2:41][Cl:42].[OH:33][C:34]([C:35]([F:36])([F:37])[F:38])=[O:39]>>[NH:7]([CH2:8][CH2:9][CH:10]([CH3:11])[CH3:12])[CH2:13][c:14]1[cH:15][cH:16][c:17]2[c:18]([cH:31]1)[CH:19]=[CH:20][c:21]1[c:22]([n:24][cH:25][c:26]([C:28]([NH2:29])=[O:30])[cH:27]1)[O:23]2. The reactants are CC#N, CCCCCCCC(=O)Nc1nc2[nH]c(CN3CCCC3)cc2c(=O)[nH]1, O=P(Cl)(Cl)Cl. Product: CCCCCCCC(=O)Nc1nc(Cl)c2cc(CN3CCCC3)[nH]c2n1. Reaction SMILES: [CH3:32][C:33]#[N:34].[O:1]=[c:2]1[c:3]2[c:4]([n:5][c:6]([NH:8][C:9]([CH2:10][CH2:11][CH2:12][CH2:13][CH2:14][CH2:15][CH3:16])=[O:17])[nH:7]1)[nH:18][c:19]([CH2:21][N:22]1[CH2:23][CH2:24][CH2:25][CH2:26]1)[cH:20]2.[P:27]([Cl:28])([Cl:29])([Cl:30])=[O:31]>>[c:2]1([Cl:29])[c:3]2[c:4]([n:5][c:6]([NH:8][C:9]([CH2:10][CH2:11][CH2:12][CH2:13][CH2:14][CH2:15][CH3:16])=[O:17])[n:7]1)[nH:18][c:19]([CH2:21][N:22]1[CH2:23][CH2:24][CH2:25][CH2:26]1)[cH:20]2. Reactants: Cn1cc(Br)cc(N(C(=O)OC(C)(C)C)c2ccc(C=O)cn2)c1=O, CC(=O)O[BH-](OC(C)=O)OC(C)=O, C1CCOC1, CCN, CC(=O)O, ClCCl, [Na+]. Product: CCNCc1ccc(N(C(=O)OC(C)(C)C)c2cc(Br)cn(C)c2=O)nc1. As a reaction SMILES: [C:1]([CH3:2])([CH3:3])([CH3:4])[O:5][C:6]([N:7]([c:8]1[n:9][cH:10][c:11]([CH:14]=[O:15])[cH:12][cH:13]1)[c:16]1[c:17](=[O:24])[n:18]([CH3:23])[cH:19][c:20]([Br:22])[cH:21]1)=[O:25].[C:29]([O:30][BH-:31]([O:32][C:33](=[O:34])[CH3:35])[O:36][C:37](=[O:38])[CH3:39])(=[O:40])[CH3:41].[CH2:47]1[O:48][CH2:49][CH2:50][CH2:51]1.[CH3:26][CH2:27][NH2:28].[CH3:43][C:44](=[O:45])[OH:46].[Cl:52][CH2:53][Cl:54].[Na+:42]>>[C:1]([CH3:2])([CH3:3])([CH3:4])[O:5][C:6]([N:7]([c:8]1[n:9][cH:10][c:11]([CH2:14][NH:28][CH2:27][CH3:26])[cH:12][cH:13]1)[c:16]1[c:17](=[O:24])[n:18]([CH3:23])[cH:19][c:20]([Br:22])[cH:21]1)=[O:25]. Reactants: C=CCOC1CC(N)c2cc(OC)ccc21, CC#N, [O-][Cl+3]([O-])([O-])[O-], [Li+], O=C(NC(Cc1ccccc1)C1CO1)OCc1ccccc1. Product: C=CCOC1CC(NCC(O)C(Cc2ccccc2)NC(=O)OCc2ccccc2)c2cc(OC)ccc21. RXN SMILES: [CH2:7]([CH:8]=[CH2:9])[O:10][CH:11]1[CH2:12][CH:13]([NH2:22])[c:14]2[cH:15][c:16]([O:20][CH3:21])[cH:17][cH:18][c:19]21.[CH3:45][C:46]#[N:47].[Cl+3:1]([O-:2])([O-:3])([O-:4])[O-:5].[Li+:6].[O:23]1[CH:24]([CH:26]([CH2:27][c:28]2[cH:29][cH:30][cH:31][cH:32][cH:33]2)[NH:34][C:35]([O:36][CH2:37][c:38]2[cH:39][cH:40][cH:41][cH:42][cH:43]2)=[O:44])[CH2:25]1>>[CH2:7]([CH:8]=[CH2:9])[O:10][CH:11]1[CH2:12][CH:13]([NH:22][CH2:25][CH:24]([OH:23])[CH:26]([CH2:27][c:28]2[cH:29][cH:30][cH:31][cH:32][cH:33]2)[NH:34][C:35]([O:36][CH2:37][c:38]2[cH:39][cH:40][cH:41][cH:42][cH:43]2)=[O:44])[c:14]2[cH:15][c:16]([O:20][CH3:21])[cH:17][cH:18][c:19]21. Reactants: CS(=O)(=O)OC12OC3(CC(CC(C1)C3)C2)CC(=O)OCC (ethyl {3-[(Methylsulfonyl)oxy]-2-oxatricyclo[3.3.1.13,7]dec-1-yl}acetate), [Cl-].[Cl-].[Cl-].[Al+3] (aluminium trichloride), [OH-].[Na+] (NaOH). Solvent: O (water), C1CCOC1 (THF), ClCCCl (1,2-dichloroethane). Yields the product O=C1CC2CC(=CC(C1)C2)CC(=O)OCC (ethyl (7-Oxobicyclo[3.3.1]non-2-en-3-yl)acetate). Yield: 92.0%. Reaction SMILES: CS([O:5][C:6]12[CH2:15][CH:10]3[CH2:11][CH:12]([CH2:14][C:8]([CH2:16][C:17]([O:19][CH2:20][CH3:21])=[O:18])([CH2:9]3)O1)[CH2:13]2)(=O)=O.[Cl-].[Cl-].[Cl-].[Al+3].[OH-].[Na+]>ClCCCl.O.C1COCC1>[O:5]=[C:6]1[CH2:15][CH:10]2[CH2:11][CH:12]([CH2:14][C:8]([CH2:16][C:17]([O:19][CH2:20][CH3:21])=[O:18])=[CH:9]2)[CH2:13]1 |f:1.2.3.4,5.6|. Procedure: A mixture of mesylate (3) (1.435 g, 4.5 mmol) and anhydrous aluminium trichloride (720 mg, 5.4 mmol) in distilled 1,2-dichloroethane (12 mL) was stirred was stirred under argon at reflux temperature for 10 min then cooled to r.t. The reaction mixture was diluted with water (24 mL) and THF (24 mL), made basic with 5 M NaOH (30 mL) and stirred at r.t. 30 min before extraction with DCM (2×50 mL), then with AcOEt (2×50 mL). The combined organic layers were dried with MgSO4 and concentrated under red... Reactants: BrC=1C=C(C=NC1)CN1C(C2=CC=CC=C2C1=O)=O (2-(5-Bromo-pyridin-3-ylmethyl)-isoindole-1,3-dione), CN1C(=CC2=CC=CC=C12)B(O)O (1-methyl-indole-2-boronic acid). Yields the product CN1C(=CC2=CC=CC=C12)C=1C=C(C=NC1)CN1C(C2=CC=CC=C2C1=O)=O (2-[5-(1-methyl-1H-indol-2-yl)-pyridin-3-ylmethyl]-isoindole-1,3-dione). As a reaction SMILES: Br[C:2]1[CH:3]=[C:4]([CH2:8][N:9]2[C:17](=[O:18])[C:16]3[C:11](=[CH:12][CH:13]=[CH:14][CH:15]=3)[C:10]2=[O:19])[CH:5]=[N:6][CH:7]=1.[CH3:20][N:21]1[C:29]2[C:24](=[CH:25][CH:26]=[CH:27][CH:28]=2)[CH:23]=[C:22]1B(O)O>>[CH3:20][N:21]1[C:29]2[C:24](=[CH:25][CH:26]=[CH:27][CH:28]=2)[CH:23]=[C:22]1[C:2]1[CH:3]=[C:4]([CH2:8][N:9]2[C:17](=[O:18])[C:16]3[C:11](=[CH:12][CH:13]=[CH:14][CH:15]=3)[C:10]2=[O:19])[CH:5]=[N:6][CH:7]=1. Procedure: 2-(5-Bromo-pyridin-3-ylmethyl)-isoindole-1,3-dione (Example 186b) and 1-methyl-indole-2-boronic acid are processed according to the method described in Example 100 to give 2-[5-(1-methyl-1H-indol-2-yl)-pyridin-3-ylmethyl]-isoindole-1,3-dione as a solid. MS (ESI) m/z 368.09 (M+H)+. Reactants: CC1(COC(OC1)C(C)[C@H]1CC[C@H]2[C@@H]3C=C[C@]4(C[C@H](C[C@@H]([C@]4(C)[C@H]3CC[C@]12C)OCOC)O[Si](C)(C)C(C)(C)C)O)C (20-(5,5-dimethyl-1,3-dioxan-2-yl)-3β-(tert-butyldimethylsilyl)oxy-1α-(methoxymethyl)oxypregn-6-en-5α-ol), C(OC)(OC)=O (dimethyl carbonate), C(C)(=O)O (acetic acid). Product: CC1(COC(OC1)C(C)[C@H]1CC[C@H]2[C@@H]3[C@@H](C=C4C[C@H](C[C@@H]([C@]4(C)[C@H]3CC[C@]12C)OCOC)O[Si](C)(C)C(C)(C)C)OC(=O)OC)C (20-(5,5-dimethyl-1,3-dioxan-2-yl)-3β-(tert-butyldimethylsilyl)oxy-1α-(methoxymethyl)oxy-7α-(methoxycarbonyl)oxypregn-5-ene). RXN SMILES: [CH3:1][C:2]1([CH3:42])[CH2:7][O:6][CH:5]([CH:8]([C@@H:10]2[C@:27]3([CH3:28])[C@H:13]([C@H:14]4[C@H:24]([CH2:25][CH2:26]3)[C@:22]3([CH3:23])[C@:17](O)([CH2:18][C@@H:19]([O:33][Si:34]([C:37]([CH3:40])([CH3:39])[CH3:38])([CH3:36])[CH3:35])[CH2:20][C@@H:21]3[O:29][CH2:30][O:31][CH3:32])[CH:16]=[CH:15]4)[CH2:12][CH2:11]2)[CH3:9])[O:4][CH2:3]1.C(O)(=O)C.[C:47](=[O:52])([O:50]C)[O:48][CH3:49]>>[CH3:42][C:2]1([CH3:1])[CH2:7][O:6][CH:5]([CH:8]([C@@H:10]2[C@:27]3([CH3:28])[C@H:13]([C@H:14]4[C@H:24]([CH2:25][CH2:26]3)[C@:22]3([CH3:23])[C:17]([CH2:18][C@@H:19]([O:33][Si:34]([C:37]([CH3:38])([CH3:39])[CH3:40])([CH3:35])[CH3:36])[CH2:20][C@@H:21]3[O:29][CH2:30][O:31][CH3:32])=[CH:16][C@H:15]4[O:52][C:47]([O:48][CH3:49])=[O:50])[CH2:12][CH2:11]2)[CH3:9])[O:4][CH2:3]1. Procedure details: In 10 ml of dimethyl carbonate was dissolved 400 mg of 20-(5,5-dimethyl-1,3-dioxan-2-yl)-3β-(tert-butyldimethylsilyl)oxy-1α-(methoxymethyl)oxypregn-6-en-5α-ol, followed by addition of 0.2 ml of acetic acid. The mixture was refluxed in an atmosphere of argon gas for 12 hours. The reaction mixture was then worked up in the same manner as Example 132 to give 120 mg of 20-(5,5-dimethyl-1,3-dioxan-2-yl)-3β-(tert-butyldimethylsilyl)oxy-1α-(methoxymethyl)oxy-7α-(methoxycarbonyl)oxypregn-5-ene showing t... Reagents/catalysts: C1(=CC=CC=C1)P(C1=CC=CC=C1)C1=CC=CC=C1.C1(=CC=CC=C1)P(C1=CC=CC=C1)C1=CC=CC=C1.C1(=CC=CC=C1)P(C1=CC=CC=C1)C1=CC=CC=C1.C1(=CC=CC=C1)P(C1=CC=CC=C1)C1=CC=CC=C1.[Pd] (palladium tetrakis(triphenylphosphine)). Reported procedure: To a flask outfitted with a reflux condenser was added 6B (300 mg), 6A (600 mg), and palladium tetrakis(triphenylphosphine) (62 mg). To this mixture was added toluene (4 ml) and a sodium carbonate solution (2M, 4.5 ml). This solution was refluxed for 16 hrs, at which time it was acidified with hydrochloric acid and extracted with ethyl acetate. The combined organic layers were washed with brine and dried over sodium sulfate and potassium carbonate. The solvent was removed in vacuo. The product p... Starting materials: C([O-])([O-])=O.[Na+].[Na+] (sodium carbonate), Cl (hydrochloric acid), Cl.C(CCCCCCC)OC1=CC=C(C(=N)N)C=C1 (4-n-Octyloxybenzamidine hydrochloride), C(CCCCCCC)OC1=CC=C(C=C1)C#N (4-n-Octyloxycyanobenzene). RXN SMILES: Cl.[CH2:2]([O:10][C:11]1[CH:19]=[CH:18][C:14]([C:15]([NH2:17])=N)=[CH:13][CH:12]=1)CCCCCCC.[CH2:20]([O:28][C:29]1[CH:34]=CC(C#N)=[CH:31][CH:30]=1)[CH2:21][CH2:22][CH2:23][CH2:24][CH2:25][CH2:26][CH3:27].C(=O)([O-])[O-].[Na+].[Na+].Cl>C1(P(C2C=CC=CC=2)C2C=CC=CC=2)C=CC=CC=1.C1(P(C2C=CC=CC=2)C2C=CC=CC=2)C=CC=CC=1.C1(P(C2C=CC=CC=2)C2C=CC=CC=2)C=CC=CC=1.C1(P(C2C=CC=CC=2)C2C=CC=CC=2)C=CC=CC=1.[Pd].C1(C)C=CC=CC=1>[CH3:2][O:10][C:11]1[CH:12]=[CH:13][C:14]([C:15]2[CH:31]=[CH:30][C:29]([O:28][CH2:20][CH2:21][CH2:22][CH2:23][CH2:24][CH2:25][CH2:26][CH3:27])=[CH:34][N:17]=2)=[CH:18][CH:19]=1 |f:0.1,3.4.5,7.8.9.10.11|. Yields the product COC1=CC=C(C=C1)C1=NC=C(C=C1)OCCCCCCCC (2-(4'-Methoxyphenyl)-5-octyloxypyridine). Solvent: C1(=CC=CC=C1)C (toluene). Starting materials: COC=CC1CCC(c2ccc(Cl)cc2)CC1, Cl, C1CCOC1. Product: O=CCC1CCC(c2ccc(Cl)cc2)CC1. Reaction SMILES: [Cl:1][c:2]1[cH:3][cH:4][c:5]([CH:8]2[CH2:9][CH2:10][CH:11]([CH:14]=[CH:15][O:16][CH3:17])[CH2:12][CH2:13]2)[cH:6][cH:7]1.[ClH:18].[O:19]1[CH2:20][CH2:21][CH2:22][CH2:23]1>>[Cl:1][c:2]1[cH:3][cH:4][c:5]([CH:8]2[CH2:9][CH2:10][CH:11]([CH2:14][CH:15]=[O:16])[CH2:12][CH2:13]2)[cH:6][cH:7]1.